This data is from the Open Reaction Database (ORD), a public repository of structured organic reaction records. The task is: describe an organic reaction: reactants, conditions, products, and yield Reactants: CCO, CC(=O)c1ccc2c(c1)OCCc1sc(-c3ncnn3CC(F)(F)F)nc1-2. The product is CC(O)c1ccc2c(c1)OCCc1sc(-c3ncnn3CC(F)(F)F)nc1-2. As a reaction SMILES: [CH3:28][CH2:29][OH:30].[F:1][C:2]([CH2:3][n:4]1[n:5][cH:6][n:7][c:8]1-[c:9]1[s:10][c:11]2[c:17]([n:18]1)-[c:16]1[c:15]([cH:22][c:21]([C:23]([CH3:24])=[O:25])[cH:20][cH:19]1)[O:14][CH2:13][CH2:12]2)([F:26])[F:27]>>[F:1][C:2]([CH2:3][n:4]1[n:5][cH:6][n:7][c:8]1-[c:9]1[s:10][c:11]2[c:17]([n:18]1)-[c:16]1[c:15]([cH:22][c:21]([CH:23]([CH3:24])[OH:25])[cH:20][cH:19]1)[O:14][CH2:13][CH2:12]2)([F:26])[F:27]. The product is C(C1=CC=CC=C1)OC1=CC=C(C(=O)NCC(=O)N2CCN(CC2)C(C2=C(C=CC(=C2)OC)Br)=O)C=C1 (4-benzyloxy-N-{2-[4-(2-bromo-5-methoxy-benzoyl)-piperazin-1-yl]-2-oxo-ethyl}-benzamide). Run at time 4 hour. Procedure details: 2-Bromo-5-methoxy benzoic acid (121 mg, 0.53 mmol) was added to 4-benzyloxy-N-(2-oxo-2-piperazin-1-yl-ethyl)-benzamide (155 mg, 0.44 mmol) in DMF (5 mL). EDCI.HCl (126 mg, 0.66 mmol), HOBT (71 mg, 0.53 mmol) and DIPEA (227 μL, 1.32 mmol) were added and the resulting mixture was stirred at room temperature for 4 hours. Water was then added and the product was extracted with EtOAc and washed with brine. The organic phase was dried over Na2SO4 and concentrated under reduced pressure. The crude prod... The solvent is O (Water), CN(C)C=O (DMF). Starting materials: BrC1=C(C(=O)O)C=C(C=C1)OC (2-Bromo-5-methoxy benzoic acid), C(C1=CC=CC=C1)OC1=CC=C(C(=O)NCC(N2CCNCC2)=O)C=C1 (4-benzyloxy-N-(2-oxo-2-piperazin-1-yl-ethyl)-benzamide), CCN=C=NCCCN(C)C.Cl (EDCI.HCl), C=1C=CC2=C(C1)N=NN2O (HOBT), CCN(C(C)C)C(C)C (DIPEA). Isolated yield 43.0%. RXN SMILES: [Br:1][C:2]1[CH:10]=[CH:9][C:8]([O:11][CH3:12])=[CH:7][C:3]=1[C:4]([OH:6])=O.[CH2:13]([O:20][C:21]1[CH:38]=[CH:37][C:24]([C:25]([NH:27][CH2:28][C:29](=[O:36])[N:30]2[CH2:35][CH2:34][NH:33][CH2:32][CH2:31]2)=[O:26])=[CH:23][CH:22]=1)[C:14]1[CH:19]=[CH:18][CH:17]=[CH:16][CH:15]=1.CCN=C=NCCCN(C)C.Cl.C1C=CC2N(O)N=NC=2C=1.CCN(C(C)C)C(C)C>CN(C=O)C.O>[CH2:13]([O:20][C:21]1[CH:38]=[CH:37][C:24]([C:25]([NH:27][CH2:28][C:29]([N:30]2[CH2:35][CH2:34][N:33]([C:4](=[O:6])[C:3]3[CH:7]=[C:8]([O:11][CH3:12])[CH:9]=[CH:10][C:2]=3[Br:1])[CH2:32][CH2:31]2)=[O:36])=[O:26])=[CH:23][CH:22]=1)[C:14]1[CH:19]=[CH:18][CH:17]=[CH:16][CH:15]=1 |f:2.3|. Starting materials: C(CCCCCCCCCCCCCCCCC)OC1=CC2=CC=CC=C2C=C1 (2-octadecyloxynaphthalene), C(C)(=O)[O-].C(C)(=O)[O-].C(C)(=O)[O-].C(C)(=O)[O-].[Pb+4] (lead tetraacetate), C(C)(=O)O (acetic acid), C(C)(=O)OC(C)=O (acetic anhydride), C(C)(=O)[O-].C(C)(=O)[O-].C(C)(=O)[O-].C(C)(=O)[O-].[Pb+4] (lead tetraacetate). Run in O (water), C1(=CC=CC=C1)C.CCCC(C)C (Toluol isohexane), C1(=CC=CC=C1)C.CCCC(C)C (toluol isohexane). Reaction conditions: temperature 55 celsius. The product is C(C)(=O)OC.C(CCCCCCCCCCCCCCCCC)OC1=C(C2=CC=CC=C2C=C1)O (2-octadecyloxy-1-naphthol methanol acetate). Reaction SMILES: [CH2:1]([O:19][C:20]1[CH:29]=[CH:28][C:27]2[C:22](=[CH:23][CH:24]=[CH:25][CH:26]=2)[CH:21]=1)[CH2:2][CH2:3][CH2:4][CH2:5][CH2:6][CH2:7][CH2:8][CH2:9][CH2:10][CH2:11][CH2:12][CH2:13][CH2:14][CH2:15][CH2:16][CH2:17][CH3:18].C([O-])(=[O:32])C.C([O-])(=O)C.C([O-])(=O)C.C([O-])(=O)C.[Pb+4].C(O)(=O)C.[C:51]([O:54][C:55](=O)C)(=[O:53])[CH3:52]>C1(C)C=CC=CC=1.CCCC(C)C.O>[C:51]([O:54][CH3:55])(=[O:53])[CH3:52].[CH2:1]([O:19][C:20]1[CH:29]=[CH:28][C:27]2[C:22](=[CH:23][CH:24]=[CH:25][CH:26]=2)[C:21]=1[OH:32])[CH2:2][CH2:3][CH2:4][CH2:5][CH2:6][CH2:7][CH2:8][CH2:9][CH2:10][CH2:11][CH2:12][CH2:13][CH2:14][CH2:15][CH2:16][CH2:17][CH3:18] |f:1.2.3.4.5,8.9,11.12|. Procedure: 594 g (1.5 mol) 2-octadecyloxynaphthalene and 397 g (0.75 mol) lead tetraacetate are added to a mixture of 3 l glacial acetic acid and 600 ml acetic anhydride in a 10 l three-neck flask with stirrer, Claisen attachment, thermometer and cooler with a calcium chloride tube and it is heated to 55° C. Over a period of 4 days a further 400 g lead tetraacetate are added in portions (each of 100 g) at intervals of 24 hours while stirring. Afterwards the yellow solution which is formed is cooled to room... Starting materials: ClCCC=1C(OC2=C(C1C)C(=CC(=C2)O)O)=O (3-(2-chloroethyl)-5,7-dihydroxy-4-methyl-2H-1-benzopyran-2-one), COC1=C(C=CC=C1)N1CCNCC1 (1-(2-methoxyphenyl)piperazine). Yields the product OC1=CC(=CC2=C1C(=C(C(O2)=O)CCN2CCN(CC2)C2=C(C=CC=C2)OC)C)O (5,7-dihydroxy-3-{2-[4-(2-methoxyphenyl)-1-piperazinyl]ethyl}-4-methyl-2H-1-benzopyran-2-one). Isolated yield 23.0%. Reaction SMILES: Cl[CH2:2][CH2:3][C:4]1[C:5](=[O:17])[O:6][C:7]2[CH:14]=[C:13]([OH:15])[CH:12]=[C:11]([OH:16])[C:8]=2[C:9]=1[CH3:10].[CH3:18][O:19][C:20]1[CH:25]=[CH:24][CH:23]=[CH:22][C:21]=1[N:26]1[CH2:31][CH2:30][NH:29][CH2:28][CH2:27]1>>[OH:16][C:11]1[C:8]2[C:9]([CH3:10])=[C:4]([CH2:3][CH2:2][N:29]3[CH2:28][CH2:27][N:26]([C:21]4[CH:22]=[CH:23][CH:24]=[CH:25][C:20]=4[O:19][CH3:18])[CH2:31][CH2:30]3)[C:5](=[O:17])[O:6][C:7]=2[CH:14]=[C:13]([OH:15])[CH:12]=1. Procedure: Process B; starting materials: 3-(2-chloroethyl)-5,7-dihydroxy-4-methyl-2H-1-benzopyran-2-one (Example 36) and 1-(2-methoxyphenyl)piperazine; yield 23% of crude crystalline product.